describe an organic reaction: reactants, conditions, products, and yield From a dataset of the Open Reaction Database (ORD), a public repository of structured organic reaction records. The reactants are BrC1=CC(=CC(=C1)OC1=CC(=CC=C1)C(F)(F)F)Br (1,3-Dibromo-5-(3-trifluoromethyl-phenoxy)-benzene), C(C)OC(COC1=C(C=C(C=C1)S)C)=O ((4-Mercapto-2-methyl-phenoxy)-acetic acid ethyl ester). Yields the product C(C)OC(COC1=C(C=C(C=C1)SC1=CC(=CC(=C1)OC1=CC(=CC=C1)C(F)(F)F)Br)C)=O ({4-[3-Bromo-5-(3-trifluoromethyl-phenoxy)-phenylsulfanyl]-2-methyl-phenoxy}-acetic Acid Ethyl Ester). As a reaction SMILES: Br[C:2]1[CH:7]=[C:6]([O:8][C:9]2[CH:14]=[CH:13][CH:12]=[C:11]([C:15]([F:18])([F:17])[F:16])[CH:10]=2)[CH:5]=[C:4]([Br:19])[CH:3]=1.[CH2:20]([O:22][C:23](=[O:34])[CH2:24][O:25][C:26]1[CH:31]=[CH:30][C:29]([SH:32])=[CH:28][C:27]=1[CH3:33])[CH3:21]>>[CH2:20]([O:22][C:23](=[O:34])[CH2:24][O:25][C:26]1[CH:31]=[CH:30][C:29]([S:32][C:2]2[CH:7]=[C:6]([O:8][C:9]3[CH:14]=[CH:13][CH:12]=[C:11]([C:15]([F:18])([F:17])[F:16])[CH:10]=3)[CH:5]=[C:4]([Br:19])[CH:3]=2)=[CH:28][C:27]=1[CH3:33])[CH3:21]. Procedure: 1,3-Dibromo-5-(3-trifluoromethyl-phenoxy)-benzene (1.35 g; 3.4 mmol) and (4-Mercapto-2-methyl-phenoxy)-acetic acid ethyl ester (0.7 g; 3.1 mmol) was condensed to give the title product applying the procedure described for {4-[3-Bromo-5-cyclopentylmethoxyphenylsulfanyl)-2-methyl-phenoxy]-acetic acid ethyl ester. The crude product was purified by preparative HPLC (Method A) followed by flash chromatography (dichloromethane:heptane 3:7). Yield 0.5 g. HPLC-MS: m/z: 541.3 (M)+; Rt: 3.03 min. Reaction SMILES: [CH3:1][C:2]1([CH3:17])[CH2:3][CH2:4][S:5][c:6]2[c:7]([CH3:16])[c:8]([C:12](=[O:13])[O:14][CH3:15])[cH:9][cH:10][c:11]21.[CH3:20][OH:21].[Na+:19].[OH-:18].[OH2:22]>>[CH3:1][C:2]1([CH3:17])[CH2:3][CH2:4][S:5][c:6]2[c:7]([CH3:16])[c:8]([C:12](=[O:13])[OH:14])[cH:9][cH:10][c:11]21. Product: Cc1c(C(=O)O)ccc2c1SCCC2(C)C. Starting materials: COC(=O)c1ccc2c(c1C)SCCC2(C)C, CO, [Na+], [OH-], O.